From a dataset of the Open Reaction Database (ORD), a public repository of structured organic reaction records. describe an organic reaction: reactants, conditions, products, and yield The product is CC(C)Nc1nc2ccc(CNCCOC(C)C)cc2n2c(=O)[nH]nc12. Reactants: [BH4-], C1CCOC1, ClCCl, CC(C)Nc1nc2ccc(C(=O)NCCOC(C)C)cc2n2c(=O)[nH]nc12, Cl, [Na+], [Na+], [OH-]. Reaction SMILES: [BH4-:28].[CH2:33]1[O:34][CH2:35][CH2:36][CH2:37]1.[CH2:38]([Cl:39])[Cl:40].[CH:1]([CH3:2])([CH3:3])[O:4][CH2:5][CH2:6][NH:7][C:8](=[O:9])[c:10]1[cH:11][cH:12][c:13]2[n:14][c:15]([NH:24][CH:25]([CH3:26])[CH3:27])[c:16]3[n:17]([c:18]2[cH:19]1)[c:20](=[O:23])[nH:21][n:22]3.[ClH:30].[Na+:29].[Na+:32].[OH-:31]>>[CH:1]([CH3:2])([CH3:3])[O:4][CH2:5][CH2:6][NH:7][CH2:8][c:10]1[cH:11][cH:12][c:13]2[n:14][c:15]([NH:24][CH:25]([CH3:26])[CH3:27])[c:16]3[n:17]([c:18]2[cH:19]1)[c:20](=[O:23])[nH:21][n:22]3.